Dataset: the Open Reaction Database (ORD), a public repository of structured organic reaction records. Task: describe an organic reaction: reactants, conditions, products, and yield Reactants: C(C)C1=NC(=CC=C1)OC (2-ethyl-6-methoxypyridine), Br (HBr), C(=O)(O)[O-].[Na+] (NaHCO3). Run in CC(=O)O (HOAc). Conditions: temperature 90 celsius. Yields the product C(C)C1=NC(=CC=C1)O (2-ethyl-6-hydroxypyridine). Reaction SMILES: [CH2:1]([C:3]1[CH:8]=[CH:7][CH:6]=[C:5]([O:9]C)[N:4]=1)[CH3:2].Br.C([O-])(O)=O.[Na+]>CC(O)=O>[CH2:1]([C:3]1[CH:8]=[CH:7][CH:6]=[C:5]([OH:9])[N:4]=1)[CH3:2] |f:2.3|. Procedure: step 3—A mixture of 26 (530 mg), 48% HBr (1.05 mL) and HOAc (10 mL) in a sealed tube was heated at 90° C. overnight. The reaction mixture was cooled to RT, carefully poured into saturated aqueous NaHCO3 solution, and then extracted with EtOAc. The organic layer was washed with brine, dried (Na2SO4) and concentrated to afford 2-ethyl-6-hydroxypyridine (28) as a light yellow solid. Reactants: Brc1ccc(Br)nc1, CCO, [K+], [K+], O=C([O-])[O-], OC1CCNCC1. The product is OC1CCN(c2ccc(Br)cn2)CC1. Reaction SMILES: [Br:1][c:2]1[n:3][cH:4][c:5]([Br:8])[cH:6][cH:7]1.[CH3:22][CH2:23][OH:24].[K+:16].[K+:17].[O-:18][C:19]([O-:20])=[O:21].[OH:9][CH:10]1[CH2:11][CH2:12][NH:13][CH2:14][CH2:15]1>>[c:2]1([N:13]2[CH2:12][CH2:11][CH:10]([OH:9])[CH2:15][CH2:14]2)[n:3][cH:4][c:5]([Br:8])[cH:6][cH:7]1. RXN SMILES: [BrH:1].[Br:2][CH2:3][C:4]1[N:5]=[CH:6][NH:7][C:8]=1[CH3:9].[NH2:10][C:11]([NH2:13])=[S:12]>CCO>[BrH:2].[BrH:1].[CH3:9][C:8]1[N:7]=[CH:6][NH:5][C:4]=1[CH2:3][S:12][C:11](=[NH:10])[NH2:13] |f:0.1,4.5.6|. The product is Br.Br.CC=1N=CNC1CSC(N)=N (Carbamimidothioic acid (4-methyl-1H-imidazol-5-ylmethyl)ester, dihydrobromide). Procedure: A mixture of 12.8 g of 4-bromomethyl-5-methyl imidazole hydrobromide and 4 g. of thiourea in 200 ml. of EtOH is heated at reflux for 3 hr., cooled and the product is filtered off to give the title compound, m.p. 130°-132° C. (dec.). Solvent: CCO (EtOH). Starting materials: Br.BrCC=1N=CNC1C (4-bromomethyl-5-methyl imidazole hydrobromide), NC(=S)N (thiourea). Starting materials: C(#N)C=1C=C(C=CC1OCC(C)C)C=1SC2=C(N1)C=CC=C2OC (2-(3-cyano-4-isobutyloxyphenyl)-7-methoxy-1,3-benzothiazole), Cl (hydrochloric acid), C(C)S (Ethane thiol), [Li] (lithium). Run in CN(C)C=O (DMF). Reaction conditions: time 1 hour. Product: C(#N)C=1C=C(C=CC1OCC(C)C)C=1SC2=C(N1)C=CC=C2O (2-(3-Cyano-4-isobutyloxyphenyl)-7-hydroxy-1,3-benzothiazole). The yield is 11.9%. Reaction SMILES: C(S)C.[Li].[C:5]([C:7]1[CH:8]=[C:9]([C:18]2[S:19][C:20]3[C:26]([O:27]C)=[CH:25][CH:24]=[CH:23][C:21]=3[N:22]=2)[CH:10]=[CH:11][C:12]=1[O:13][CH2:14][CH:15]([CH3:17])[CH3:16])#[N:6].Cl>CN(C=O)C>[C:5]([C:7]1[CH:8]=[C:9]([C:18]2[S:19][C:20]3[C:26]([OH:27])=[CH:25][CH:24]=[CH:23][C:21]=3[N:22]=2)[CH:10]=[CH:11][C:12]=1[O:13][CH2:14][CH:15]([CH3:17])[CH3:16])#[N:6] |^1:3|. Procedure details: Ethane thiol (0.45 mL, 6.08 mmol) was added to lithium metal (14 mg, 2.02 mmol), and the mixture was stirred for one hour at room temperature. To tire mixture were then added dry DMF (5 mL) and 2-(3-cyano-4-isobutyloxyphenyl)-7-methoxy-1,3-benzothiazole (150 mg, 0.44 mmol). The resulting mixture was stirred at 80° C. for 8.5 hours, cooled to room temperature, and, after addition of icewater (10 mL), made to pH 7 by addition of aqueous 1M hydrochloric acid. The mixture was then extracted with eth...